The task is: describe an organic reaction: reactants, conditions, products, and yield. This data is from the Open Reaction Database (ORD), a public repository of structured organic reaction records. Starting materials: Cl.NCC1=C2C(N(C(C2=CC=C1)=O)C1C(NC(CC1)=O)=O)=O (4-aminomethyl-2-(2,6-dioxopiperidin-3-yl)isoindole-1,3-dione hydrochloride), ClC=1C=C(C=CC1C)N=C=O (3-chloro-4-methylphenyl isocyanate), C(C)(C)N(CC)C(C)C (diisopropylethylamine). The solvent is N1=CC=CC=C1 (pyridine). Conditions: temperature 40 celsius. Yields the product ClC=1C=C(C=CC1C)NC(=O)NCC1=C2C(N(C(C2=CC=C1)=O)C1C(NC(CC1)=O)=O)=O (1-(3-CHLORO-4-METHYLPHENYL)-3-[2-(2,6-DIOXOPIPERIDIN-3-YL)-1,3-DIOXO-2,3-DIHYDRO-1H-ISOINDOL-4-YLMETHYL]UREA). The yield is 86.6%. Reaction SMILES: Cl.[NH2:2][CH2:3][C:4]1[CH:12]=[CH:11][CH:10]=[C:9]2[C:5]=1[C:6](=[O:22])[N:7]([CH:14]1[CH2:19][CH2:18][C:17](=[O:20])[NH:16][C:15]1=[O:21])[C:8]2=[O:13].[Cl:23][C:24]1[CH:25]=[C:26]([N:31]=[C:32]=[O:33])[CH:27]=[CH:28][C:29]=1[CH3:30].C(N(C(C)C)CC)(C)C>N1C=CC=CC=1>[Cl:23][C:24]1[CH:25]=[C:26]([NH:31][C:32]([NH:2][CH2:3][C:4]2[CH:12]=[CH:11][CH:10]=[C:9]3[C:5]=2[C:6](=[O:22])[N:7]([CH:14]2[CH2:19][CH2:18][C:17](=[O:20])[NH:16][C:15]2=[O:21])[C:8]3=[O:13])=[O:33])[CH:27]=[CH:28][C:29]=1[CH3:30] |f:0.1|. Reported procedure: A mixture of 4-aminomethyl-2-(2,6-dioxopiperidin-3-yl)isoindole-1,3-dione hydrochloride (0.50 g, 1.6 mmol), 3-chloro-4-methylphenyl isocyanate (0.26 g, 1.6 mmol), and diisopropylethylamine (0.40 g, 3.1 mmol) in 10 mL pyridine was warmed to 40° C. with stirring under N2, and the resulting solution was stirred at the same temperature for 2 hours. The mixture was cooled, and the solvent was evaporated under vacuum. The residue was chromatographed, eluting with 95:5 methylene chloride-methanol, to p... Reactants: BrC1=CC=C(O[C@H](C(=O)OC)CC)C=C1 ((2S)-2-(4-bromophenoxy)butanoic acid, methyl ester), [BH4-].[Na+] (sodium borohydride). Run in C(C)O (ethanol). The product is BrC1=CC=C(O[C@H](CO)CC)C=C1 ((2S)-2-(4Bromophenoxy)-1-butanol). Yield: 77.5%. Reaction SMILES: [Br:1][C:2]1[CH:15]=[CH:14][C:5]([O:6][C@@H:7]([CH2:12][CH3:13])[C:8](OC)=[O:9])=[CH:4][CH:3]=1.[BH4-].[Na+]>C(O)C>[Br:1][C:2]1[CH:15]=[CH:14][C:5]([O:6][C@@H:7]([CH2:12][CH3:13])[CH2:8][OH:9])=[CH:4][CH:3]=1 |f:1.2|. Reported procedure: Prepared according to the method described in Example 4b) from (2S)-2-(4-bromophenoxy)butanoic acid, methyl ester (7.53 g, Example 87a)) and sodium borohydride (1.09 g) in ethanol (100 ml). After work up, crude material was purified by flash column chromatography over silica eluting with dichloromethane to give the sub-title compound as an oil (5.24 g). The yield is 47.0%. The reactants are C(C)OCC (diethyl ether), NC1=CC(=C(OC2=CC(=NC=C2)NC(=O)N2CCN(CC2)C)C=C1)F (4-methylpiperazine-1-carboxylic acid [4-(4-amino-2-fluorophenoxy)pyridin-2-yl]amide), C1(=CC=CC=C1)CC(=O)N=C=O (phenylacetyl isocyanate). RXN SMILES: [NH2:1][C:2]1[CH:24]=[CH:23][C:5]([O:6][C:7]2[CH:12]=[CH:11][N:10]=[C:9]([NH:13][C:14]([N:16]3[CH2:21][CH2:20][N:19]([CH3:22])[CH2:18][CH2:17]3)=[O:15])[CH:8]=2)=[C:4]([F:25])[CH:3]=1.[C:26]1([CH2:32][C:33]([N:35]=[C:36]=[O:37])=[O:34])[CH:31]=[CH:30][CH:29]=[CH:28][CH:27]=1.C(OCC)C>O1CCCC1.FC1C=C(NC(NC(=O)CC2C=CC=CC=2)=S)C=CC=1OC1N=CN=C(NC(N2CCCC2)=O)C=1>[F:25][C:4]1[CH:3]=[C:2]([NH:1][C:36]([NH:35][C:33](=[O:34])[CH2:32][C:26]2[CH:27]=[CH:28][CH:29]=[CH:30][CH:31]=2)=[O:37])[CH:24]=[CH:23][C:5]=1[O:6][C:7]1[CH:12]=[CH:11][N:10]=[C:9]([NH:13][C:14]([N:16]2[CH2:17][CH2:18][N:19]([CH3:22])[CH2:20][CH2:21]2)=[O:15])[CH:8]=1. Yields the product FC1=C(OC2=CC(=NC=C2)NC(=O)N2CCN(CC2)C)C=CC(=C1)NC(=O)NC(CC1=CC=CC=C1)=O (4-Methylpiperazine-1-carboxylic acid {4-[2-fluoro-4-(3-phenylacetylureido)phenoxy]pyridin-2-yl}amide). Run in O1CCCC1 (tetrahydrofuran), FC1=C(OC2=CC(=NC=N2)NC(=O)N2CCCC2)C=CC(=C1)NC(=S)NC(CC1=CC=CC=C1)=O (Pyrrolidine-1-carboxylic acid {6-[2-fluoro-4-(3-phenylacetylthioureido)phenoxy]pyrimidin-4-yl}amide). Reaction conditions: time 2 hour. Reported procedure: To a solution of 4-methylpiperazine-1-carboxylic acid [4-(4-amino-2-fluorophenoxy)pyridin-2-yl]amide (80 mg) in tetrahydrofuran (2.3 ml) was added a solution of phenylacetyl isocyanate in hexane (1.4 ml, Production Example 1), followed by stirring under a nitrogen atmosphere at room temperature for 2 hrs. The reaction mixture was partitioned between ethyl acetate (100 ml) and a saturated aqueous solution of sodium hydrogencarbonate (50 ml). The organic layer was dried over anhydrous sodium sulfa... Reactants: BrB(Br)Br, ClCCl, COc1c(C(=O)NCc2ccc(F)cc2)nc2c3c1nccc3n(CCN1CCOCC1)c(=O)n2C. Product: Cn1c(=O)n(CCN2CCOCC2)c2ccnc3c(O)c(C(=O)NCc4ccc(F)cc4)nc1c32. RXN SMILES: [B:37]([Br:38])([Br:39])[Br:40].[Cl:41][CH2:42][Cl:43].[F:1][c:2]1[cH:3][cH:4][c:5]([CH2:6][NH:7][C:8](=[O:9])[c:10]2[n:11][c:12]3[c:13]4[c:14]([cH:15][cH:16][n:17][c:18]4[c:19]2[O:20][CH3:21])[n:22]([CH2:27][CH2:28][N:29]2[CH2:30][CH2:31][O:32][CH2:33][CH2:34]2)[c:23](=[O:26])[n:24]3[CH3:25])[cH:35][cH:36]1>>[F:1][c:2]1[cH:3][cH:4][c:5]([CH2:6][NH:7][C:8](=[O:9])[c:10]2[n:11][c:12]3[c:13]4[c:14]([cH:15][cH:16][n:17][c:18]4[c:19]2[OH:20])[n:22]([CH2:27][CH2:28][N:29]2[CH2:30][CH2:31][O:32][CH2:33][CH2:34]2)[c:23](=[O:26])[n:24]3[CH3:25])[cH:35][cH:36]1. The reactants are C, CCOC(=O)c1cc2c(C(F)(F)F)ccc(OCc3ccccc3)c2n1C, CCO, [Pd]. Yields the product CCOC(=O)c1cc2c(C(F)(F)F)ccc(O)c2n1C. RXN SMILES: [C:28].[CH2:1]([c:2]1[cH:3][cH:4][cH:5][cH:6][cH:7]1)[O:8][c:9]1[cH:10][cH:11][c:12]([C:24]([F:25])([F:26])[F:27])[c:13]2[cH:14][c:15]([C:19](=[O:20])[O:21][CH2:22][CH3:23])[n:16]([CH3:18])[c:17]12.[CH3:30][CH2:31][OH:32].[Pd:29]>>[OH:8][c:9]1[cH:10][cH:11][c:12]([C:24]([F:25])([F:26])[F:27])[c:13]2[cH:14][c:15]([C:19](=[O:20])[O:21][CH2:22][CH3:23])[n:16]([CH3:18])[c:17]12.